From a dataset of the Open Reaction Database (ORD), a public repository of structured organic reaction records. describe an organic reaction: reactants, conditions, products, and yield The reactants are CC(C)(C)OC(=O)NCCNC(=S)NC(=O)c1ccccc1, [Na+], [OH-]. Product: CC(C)(C)OC(=O)NCCNC(N)=S. RXN SMILES: [C:1](=[O:2])([c:3]1[cH:4][cH:5][cH:6][cH:7][cH:8]1)[NH:9][C:10](=[S:11])[NH:12][CH2:13][CH2:14][NH:15][C:16](=[O:17])[O:18][C:19]([CH3:20])([CH3:21])[CH3:22].[Na+:24].[OH-:23]>>[NH2:9][C:10](=[S:11])[NH:12][CH2:13][CH2:14][NH:15][C:16](=[O:17])[O:18][C:19]([CH3:20])([CH3:21])[CH3:22].